This data is from the Open Reaction Database (ORD), a public repository of structured organic reaction records. The task is: describe an organic reaction: reactants, conditions, products, and yield Reactants: C(C)(C)(C)ONC(=O)N1CCN(CC1)C=1SC(=C(N1)C1=CC=CC=C1)C (N-(tert-butoxy)-4-(5-methyl-4-phenyl-1,3-thiazol-2-yl)piperazine-1-carboxamide), Cl (hydrogen chloride). Solvent: C(C)(=O)OCC (ethyl acetate), C(C)(=O)OCC (ethyl acetate). Reaction conditions: time 18 hour. The product is CC1=C(N=C(S1)N1CCNCC1)C1=CC=CC=C1 (1-(5-Methyl-4-phenyl-1,3-thiazol-2-yl)piperazine). The yield is 85.4%. RXN SMILES: C(ONC([N:9]1[CH2:14][CH2:13][N:12]([C:15]2[S:16][C:17]([CH3:26])=[C:18]([C:20]3[CH:25]=[CH:24][CH:23]=[CH:22][CH:21]=3)[N:19]=2)[CH2:11][CH2:10]1)=O)(C)(C)C.Cl>C(OCC)(=O)C>[CH3:26][C:17]1[S:16][C:15]([N:12]2[CH2:13][CH2:14][NH:9][CH2:10][CH2:11]2)=[N:19][C:18]=1[C:20]1[CH:21]=[CH:22][CH:23]=[CH:24][CH:25]=1. Reported procedure: To a solution of N-(tert-butoxy)-4-(5-methyl-4-phenyl-1,3-thiazol-2-yl)piperazine-1-carboxamide (2.45 g, 6.82 mmol) in ethyl acetate (200 ml) was added a 4N hydrogen chloride solution in ethyl acetate (40 ml), and the mixture was stirred at room temperature for 18 hours. The solvent was distilled off under reduced pressure, and the residue was dissolved in water. The solution was neutralized with 1N sodium hydroxide, and the mixture was extracted with chloroform. The extract was washed with wate... The reactants are [OH-].[Na+] (sodium hydroxide), C(C1=CC=CC=C1)SCC(C(=O)OCC)(C(=O)OCC)CC(C)C (Diethyl 2-benzylthiomethyl-2-isobutylmalonate), [H-].[Al+3].[Li+].[H-].[H-].[H-] (lithium aluminium hydride). Solvent: C(C)OCC (diethyl ether), C(C)OCC (diethyl ether). Conditions: time 3 hour. Product: C(C1=CC=CC=C1)SCC(CO)(CO)CC(C)C (2-Benzylthiomethyl-2-isobutyl-propan-1,3-diol). Reaction SMILES: [CH2:1]([S:8][CH2:9][C:10]([CH2:21][CH:22]([CH3:24])[CH3:23])([C:16](OCC)=[O:17])[C:11](OCC)=[O:12])[C:2]1[CH:7]=[CH:6][CH:5]=[CH:4][CH:3]=1.[H-].[Al+3].[Li+].[H-].[H-].[H-].[OH-].[Na+]>C(OCC)C>[CH2:1]([S:8][CH2:9][C:10]([CH2:21][CH:22]([CH3:24])[CH3:23])([CH2:16][OH:17])[CH2:11][OH:12])[C:2]1[CH:7]=[CH:6][CH:5]=[CH:4][CH:3]=1 |f:1.2.3.4.5.6,7.8|. Procedure: Diethyl 2-benzylthiomethyl-2-isobutylmalonate (32.0 g.) in dry diethyl ether (60 ml.) was added to a stirred suspension of lithium aluminium hydride (7.0 g.) in dry diethyl ether (400 ml.), at 0°, under nitrogen. The mixture was stirred at room temperature for three hours and then refluxed with stirring for a further three hours. The mixture was cooled and 10% aqueous sodium hydroxide solution (25 ml.) was added very carefully. The mixture was filtered and the solid was washed with ether. The fi... Reactants: C(C(C)C)(=O)NN (isobutyric acid hydrazide), ClC=1C=CC2=C(C(=NCC(N2)=S)C2=CC=CC=C2)C1 (7-chloro-1,3-dihydro-5-phenyl-2H-1,4-benzodiazepine-2-thione). Solvent: C(C)O (ethanol). Conditions: temperature 250 celsius. The product is ClC=1C=CC2=C(C(=NCC=3N2C(=NN3)C(C)C)C3=CC=CC=C3)C1 (8-chloro-1-isopropyl-6-phenyl-4H-s-triazolo-[4,3-a][1,4]benzodiazepine). As a reaction SMILES: [Cl:1][C:2]1[CH:3]=[CH:4][C:5]2[NH:11][C:10](=S)[CH2:9][N:8]=[C:7]([C:13]3[CH:18]=[CH:17][CH:16]=[CH:15][CH:14]=3)[C:6]=2[CH:19]=1.[C:20]([NH:25][NH2:26])(=O)[CH:21]([CH3:23])[CH3:22]>C(O)C>[Cl:1][C:2]1[CH:3]=[CH:4][C:5]2[N:11]3[C:20]([CH:21]([CH3:23])[CH3:22])=[N:25][N:26]=[C:10]3[CH2:9][N:8]=[C:7]([C:13]3[CH:18]=[CH:17][CH:16]=[CH:15][CH:14]=3)[C:6]=2[CH:19]=1. Procedure: In the manner given in Example 2, 7-chloro-1,3-dihydro-5-phenyl-2H-1,4-benzodiazepine-2-thione is heated in ethanol with isobutyric acid hydrazide and the resulting product heated to 250° C. to give 8-chloro-1-isopropyl-6-phenyl-4H-s-triazolo-[4,3-a][1,4]benzodiazepine. As a reaction SMILES: ClC1C(F)=CC(F)=C(C=1)C(NS(C)(=O)=O)=O.[Cl:17][C:18]1[C:19](F)=[CH:20][C:21]([F:33])=[C:22]([CH:32]=1)[C:23]([NH:25][S:26](=[O:31])(=[O:30])[N:27]([CH3:29])[CH3:28])=[O:24].C12(CO)CC3CC(CC(C3)C1)C2.[CH2:47]1[C:51]2([CH2:56][CH2:55][CH:54]([OH:57])[CH2:53][CH2:52]2)[CH2:50][CH2:49][CH2:48]1>>[Cl:17][C:18]1[C:19]([O:57][CH:54]2[CH2:53][CH2:52][C:51]3([CH2:47][CH2:48][CH2:49][CH2:50]3)[CH2:56][CH2:55]2)=[CH:20][C:21]([F:33])=[C:22]([CH:32]=1)[C:23]([NH:25][S:26](=[O:31])(=[O:30])[N:27]([CH3:29])[CH3:28])=[O:24]. Yield: 14.0%. Product: ClC=1C(=CC(=C(C(=O)NS(N(C)C)(=O)=O)C1)F)OC1CCC2(CCCC2)CC1 (5-chloro-N—(N,N-dimethylsulfamoyl)-2-fluoro-4-(spiro[4.5]decan-8-yloxy)benzamide), solid. Reactants: C12(CC3CC(CC(C1)C3)C2)CO (adamantan-1-ylmethanol), C1CCCC12CCC(CC2)O (spiro[4.5]decan-8-ol), ClC=1C(=CC(=C(C(=O)NS(=O)(=O)C)C1)F)F (5-chloro-2,4-difluoro-N-(methylsulfonyl)benzamide), ClC=1C(=CC(=C(C(=O)NS(N(C)C)(=O)=O)C1)F)F (5-chloro-N—(N,N-dimethylsulfamoyl)-2,4-difluorobenzamide). Reported procedure: Following the procedure as described in Example 8 and making variations as required to replace 5-chloro-2,4-difluoro-N-(methylsulfonyl)benzamide with 5-chloro-N—(N,N-dimethylsulfamoyl)-2,4-difluorobenzamide and adamantan-1-ylmethanol with spiro[4.5]decan-8-ol, the title compound was obtained as a colorless solid (0.06 g, 14%). 1H NMR (300 MHz, DMSO-d6) δ 11.73 (s, 1H), 7.72 (d, J=7.6 Hz, 1H), 7.31 (d, J=12.6 Hz, 1H), 4.68-4.61 (m, 1H), 2.87 (s, 6H), 1.88-1.77 (m, 2H), 1.65-1.51 (m, 8H), 1.44-1.3...